This data is from the Open Reaction Database (ORD), a public repository of structured organic reaction records. The task is: describe an organic reaction: reactants, conditions, products, and yield Reactants: ClCCl (dichloromethane), C(Cl)[C@H]1CO1 ((R)-epichlorohydrin), C1(=CC=CC=C1)O (phenol). The reagents and catalysts are C12(C(=O)CC(CC1)C2(C)C)CS(=O)(=O)O ((±) camphorsulfonic acid). The solvent is C(C)(C)(C)OC (tert-butylmethyl ether), C(C)(C)(C)OC (tert-butylmethyl ether). Reaction conditions: time 1 hour. Product: ClC[C@@H](COC1=CC=CC=C1)O ((R)-1-chloro-3-phenoxy-2-propanol). Isolated yield 109.6%. RXN SMILES: ClCCl.[CH2:4]([C@@H:6]1[O:8][CH2:7]1)[Cl:5].[C:9]1([OH:15])[CH:14]=[CH:13][CH:12]=[CH:11][CH:10]=1>C(OC)(C)(C)C.C12(CS(O)(=O)=O)C(C)(C)C(CC1)CC2=O>[Cl:5][CH2:4][C@H:6]([OH:8])[CH2:7][O:15][C:9]1[CH:14]=[CH:13][CH:12]=[CH:11][CH:10]=1. Procedure details: To a mixture of N′,N′-disalicylidene ethylenediaminatocobalt(II) (173 mg, 0.532 mmol) and dichloromethane (13 ml) was added (±) camphorsulfonic acid (148 mg, 0.638 mmol) and the reaction system was stirred for 1 hour while being filled with air. The reaction solution was evaporated to dryness under reduced pressure to give a crude blackish (dark) brown cobalt (III) complex. Thereto was added tert-butylmethyl ether (5 ml) to disperse the crude cobalt (III) complex and then thereto were added (R)-... Starting materials: C(C=C)[C@@]1(C(N[C@@H]([C@H](C1)C1=CC(=CC=C1)Cl)C1=CC=C(C=C1)Cl)=O)C ((3S,5R,6S)-3-allyl-5-(3-chlorophenyl)-6-(4-chlorophenyl)-3-methylpiperidin-2-one), [H-].[Na+] (sodium hydride). Run in BrC(CC)CC (3-bromopentane), BrC(CC)CC (3-bromopentane). Reaction conditions: temperature 120 celsius, time 24 hour. The product is C(C=C)[C@@]1(C(N([C@@H]([C@H](C1)C1=CC(=CC=C1)Cl)C1=CC=C(C=C1)Cl)C(CC)CC)=O)C ((3S,5R,6S)-3-allyl-5-(3-chlorophenyl)-6-(4-chlorophenyl)-3-methyl-1-(pentan-3-yl)piperidin-2-one). RXN SMILES: [CH2:1]([C@@:4]1([CH3:25])[CH2:9][C@H:8]([C:10]2[CH:15]=[CH:14][CH:13]=[C:12]([Cl:16])[CH:11]=2)[C@@H:7]([C:17]2[CH:22]=[CH:21][C:20]([Cl:23])=[CH:19][CH:18]=2)[NH:6][C:5]1=[O:24])[CH:2]=[CH2:3].[H-].[Na+]>BrC(CC)CC>[CH2:1]([C@@:4]1([CH3:25])[CH2:9][C@H:8]([C:10]2[CH:15]=[CH:14][CH:13]=[C:12]([Cl:16])[CH:11]=2)[C@@H:7]([C:17]2[CH:22]=[CH:21][C:20]([Cl:23])=[CH:19][CH:18]=2)[N:6]([CH:1]([CH2:4][CH3:5])[CH2:2][CH3:3])[C:5]1=[O:24])[CH:2]=[CH2:3] |f:1.2|. Procedure details: To a suspension of 1.81 g (4.8 mmol) of (3S,5R,6S)-3-allyl-5-(3-chlorophenyl)-6-(4-chlorophenyl)-3-methylpiperidin-2-one (Example 71, Step D) in 3-bromopentane (17.6 mL) added 967 mg (60 wt. % in mineral oil, 24.2 mmol) of sodium hydride. The resulting milky white slurry was heated at 120° C. for 20 h, and then more 3-bromopentane (5.1 mL) was added. After an additional 24 h at 120° C., the reaction was cooled to room temperature and quenched with saturated aqueous ammonium chloride. The mixture... Starting materials: CC(=O)N1C=C(c2cccc(OCc3ccccc3)c2)N(CC(=O)OCc2ccccc2)C(=O)C1C(C)C, CCO, Cl, [Li+], [OH-]. Yields the product CC(=O)N1C=C(c2cccc(OCc3ccccc3)c2)N(CC(=O)O)C(=O)C1C(C)C. Reaction SMILES: [C:3]([CH3:4])(=[O:5])[N:6]1[CH:7]([CH:38]([CH3:39])[CH3:40])[C:8](=[O:37])[N:9]([CH2:26][C:27](=[O:28])[O:29][CH2:30][c:31]2[cH:32][cH:33][cH:34][cH:35][cH:36]2)[C:10]([c:12]2[cH:13][c:14]([O:18][CH2:19][c:20]3[cH:21][cH:22][cH:23][cH:24][cH:25]3)[cH:15][cH:16][cH:17]2)=[CH:11]1.[CH3:42][CH2:43][OH:44].[ClH:41].[Li+:1].[OH-:2]>>[C:3]([CH3:4])(=[O:5])[N:6]1[CH:7]([CH:38]([CH3:39])[CH3:40])[C:8](=[O:37])[N:9]([CH2:26][C:27](=[O:28])[OH:29])[C:10]([c:12]2[cH:13][c:14]([O:18][CH2:19][c:20]3[cH:21][cH:22][cH:23][cH:24][cH:25]3)[cH:15][cH:16][cH:17]2)=[CH:11]1.